Dataset: the Open Reaction Database (ORD), a public repository of structured organic reaction records. Task: describe an organic reaction: reactants, conditions, products, and yield Starting materials: O=C1CCC(N2Cc3c(OCc4ccc(CBr)cc4)cccc3C2=O)C(=O)N1, CCN(C(C)C)C(C)C, ClCCl, Cl, Fc1ccc2c(c1)CCNC2, O. Product: O=C1CCC(N2Cc3c(OCc4ccc(CN5CCc6cc(F)ccc6C5)cc4)cccc3C2=O)C(=O)N1. As a reaction SMILES: [Br:1][CH2:2][c:3]1[cH:4][cH:5][c:6]([CH2:7][O:8][c:9]2[c:10]3[c:14]([cH:15][cH:16][cH:17]2)[C:13](=[O:18])[N:12]([CH:19]2[C:20](=[O:26])[NH:21][C:22](=[O:25])[CH2:23][CH2:24]2)[CH2:11]3)[cH:27][cH:28]1.[CH2:41]([N:42]([CH:43]([CH3:44])[CH3:45])[CH:46]([CH3:47])[CH3:48])[CH3:49].[Cl:50][CH2:51][Cl:52].[ClH:29].[F:30][c:31]1[cH:32][c:33]2[c:38]([cH:39][cH:40]1)[CH2:37][NH:36][CH2:35][CH2:34]2.[OH2:53]>>[CH2:2]([c:3]1[cH:4][cH:5][c:6]([CH2:7][O:8][c:9]2[c:10]3[c:14]([cH:15][cH:16][cH:17]2)[C:13](=[O:18])[N:12]([CH:19]2[C:20](=[O:26])[NH:21][C:22](=[O:25])[CH2:23][CH2:24]2)[CH2:11]3)[cH:27][cH:28]1)[N:36]1[CH2:35][CH2:34][c:33]2[cH:32][c:31]([F:30])[cH:40][cH:39][c:38]2[CH2:37]1. Starting materials: [BH4-], COCCCOc1cc(C(=O)N(CC2CN(C(=O)OC(C)(C)C)CC2C=O)C(C)C)ccc1OC, CN, CO, [Na+]. Reaction SMILES: [BH4-:38].[C:1]([CH3:2])([CH3:3])([CH3:4])[O:5][C:6](=[O:7])[N:8]1[CH2:9][CH:10]([CH:34]=[O:35])[CH:11]([CH2:13][N:14]([C:15]([c:16]2[cH:17][c:18]([O:24][CH2:25][CH2:26][CH2:27][O:28][CH3:29])[c:19]([O:22][CH3:23])[cH:20][cH:21]2)=[O:30])[CH:31]([CH3:32])[CH3:33])[CH2:12]1.[CH3:36][NH2:37].[CH3:40][OH:41].[Na+:39]>>[C:1]([CH3:2])([CH3:3])([CH3:4])[O:5][C:6](=[O:7])[N:8]1[CH2:9][CH:10]([CH2:34][NH:37][CH3:36])[CH:11]([CH2:13][N:14]([C:15]([c:16]2[cH:17][c:18]([O:24][CH2:25][CH2:26][CH2:27][O:28][CH3:29])[c:19]([O:22][CH3:23])[cH:20][cH:21]2)=[O:30])[CH:31]([CH3:32])[CH3:33])[CH2:12]1. Yields the product CNCC1CN(C(=O)OC(C)(C)C)CC1CN(C(=O)c1ccc(OC)c(OCCCOC)c1)C(C)C. Reactants: CO, CCCCC1OC1C(=O)NC(Cc1ccccc1)C(=O)OC, [Mg+2], [N-]=[N+]=[N-], [Na+], O=S(=O)([O-])[O-]. The product is CCCCC(N=[N+]=[N-])C(O)C(=O)NC(Cc1ccccc1)C(=O)OC. As a reaction SMILES: [CH3:1][OH:2].[CH3:3][O:4][C:5]([CH:6]([CH2:7][c:8]1[cH:9][cH:10][cH:11][cH:12][cH:13]1)[NH:14][C:15](=[O:16])[CH:17]1[O:18][CH:19]1[CH2:20][CH2:21][CH2:22][CH3:23])=[O:24].[Mg+2:29].[N-:26]=[N+:27]=[N-:28].[Na+:25].[O-:30][S:31](=[O:32])(=[O:33])[O-:34]>>[CH3:3][O:4][C:5]([CH:6]([CH2:7][c:8]1[cH:9][cH:10][cH:11][cH:12][cH:13]1)[NH:14][C:15](=[O:16])[CH:17]([OH:18])[CH:19]([CH2:20][CH2:21][CH2:22][CH3:23])[N:26]=[N+:27]=[N-:28])=[O:24]. Starting materials: FC(F)(F)c1ccc(CCCBr)cn1, CN1CCc2[nH]c3ccc(Cl)cc3c2C1, [H-], [Na+], CN(C)C=O, O. Yields the product CN1CCc2c(c3cc(Cl)ccc3n2CCCc2ccc(C(F)(F)F)nc2)C1. As a reaction SMILES: [Br:18][CH2:19][CH2:20][CH2:21][c:22]1[cH:23][cH:24][c:25]([C:28]([F:29])([F:30])[F:31])[n:26][cH:27]1.[Cl:3][c:4]1[cH:5][c:6]2[c:7]3[c:8]([nH:9][c:10]2[cH:11][cH:12]1)[CH2:13][CH2:14][N:15]([CH3:17])[CH2:16]3.[H-:1].[Na+:2].[O:33]=[CH:34][N:35]([CH3:36])[CH3:37].[OH2:32]>>[Cl:3][c:4]1[cH:5][c:6]2[c:7]3[c:8]([n:9]([CH2:19][CH2:20][CH2:21][c:22]4[cH:23][cH:24][c:25]([C:28]([F:29])([F:30])[F:31])[n:26][cH:27]4)[c:10]2[cH:11][cH:12]1)[CH2:13][CH2:14][N:15]([CH3:17])[CH2:16]3. Starting materials: ClC1=CC2=C(N(C3=CC=C(C=C23)C2=CC=C(C=C2)O)S(=O)(=O)C2=CC=CC=C2)N=C1 (4-(3-chloro-9-(benzenesulfonyl)-9H-pyrido[2,3-b]indol-6-yl)phenol), C1(=CC=CC=C1)P(C1=CC=CC=C1)C1=CC=CC=C1 (triphenylphosphin), CN1CCN(CC1)CCO (2-(4-methylpiperazin-1-yl)ethanol), CC(C)OC(=O)/N=N/C(=O)OC(C)C (DIAD). Solvent: C1CCOC1.CO (THF MeOH), C1CCOC1 (THF). Run at time 12 hour. Yields the product ClC1=CC2=C(N(C3=CC=C(C=C23)C2=CC=C(C=C2)OCCN2CCN(CC2)C)S(=O)(=O)C2=CC=CC=C2)N=C1 (3-chloro-6-(4-(2-(4-methylpiperazin-1-yl)ethoxy)phenyl)-9-(benzenesulfonyl)-9H-pyrido[2,3-b]indole). The yield is 80.0%. As a reaction SMILES: [Cl:1][C:2]1[CH:30]=[N:29][C:5]2[N:6]([S:20]([C:23]3[CH:28]=[CH:27][CH:26]=[CH:25][CH:24]=3)(=[O:22])=[O:21])[C:7]3[C:12]([C:4]=2[CH:3]=1)=[CH:11][C:10]([C:13]1[CH:18]=[CH:17][C:16]([OH:19])=[CH:15][CH:14]=1)=[CH:9][CH:8]=3.C1(P(C2C=CC=CC=2)C2C=CC=CC=2)C=CC=CC=1.[CH3:50][N:51]1[CH2:56][CH2:55][N:54]([CH2:57][CH2:58]O)[CH2:53][CH2:52]1.CC(OC(/N=N/C(OC(C)C)=O)=O)C>C1COCC1.C1COCC1.CO>[Cl:1][C:2]1[CH:30]=[N:29][C:5]2[N:6]([S:20]([C:23]3[CH:28]=[CH:27][CH:26]=[CH:25][CH:24]=3)(=[O:22])=[O:21])[C:7]3[C:12]([C:4]=2[CH:3]=1)=[CH:11][C:10]([C:13]1[CH:18]=[CH:17][C:16]([O:19][CH2:58][CH2:57][N:54]2[CH2:55][CH2:56][N:51]([CH3:50])[CH2:52][CH2:53]2)=[CH:15][CH:14]=1)=[CH:9][CH:8]=3 |f:5.6|. Reported procedure: To a solution of 4-(3-chloro-9-(benzenesulfonyl)-9H-pyrido[2,3-b]indol-6-yl)phenol (240 mg, 0.55 mmol, 1 equiv.) in anhydrous THF (14 ml), triphenylphosphin (577 mg, 2.2 mmol, 4 equiv.) and 2-(4-methylpiperazin-1-yl)ethanol (397 mg, 2.75 mmol, 5 equiv.) are added. DIAD (445 mg, 2.2 mmol, 4 equiv.) is then added dropwise to the solution which is stirred at room temperature for 12 hours. The mixture is then extracted with a solution of HCl 0.1M (3×10 ml). The aqueous layer is treated with Na2CO3 u...